This data is from the Open Reaction Database (ORD), a public repository of structured organic reaction records. The task is: describe an organic reaction: reactants, conditions, products, and yield Starting materials: CCOC(=O)CCNc1cc(C)cc(C)c1, CO, N. The product is Cc1cc(C)cc(NCCC(N)=O)c1. RXN SMILES: [CH2:1]([O:3][C:4](=[O:2])[CH2:5][CH2:6][NH:7][c:8]1[cH:9][c:10]([CH3:15])[cH:11][c:12]([CH3:14])[cH:13]1)[CH3:16].[CH3:18][OH:19].[NH3:17]>>[O:3]=[C:4]([CH2:5][CH2:6][NH:7][c:8]1[cH:9][c:10]([CH3:15])[cH:11][c:12]([CH3:14])[cH:13]1)[NH2:17]. Procedure: Cesium carbonate (9.77 g, 30 mmol), palladium (II) acetate (448 mg, 2 mmol) and rac-2,2′-bis(diphenylphosphino)-1,1′-binapthyl (1.87 g, 3 mmol) were stirred under an inert atmosphere in tetrahydrofuran (40 ml) for 30 minutes. 2-Bromo-4-nitroanisole (4.64 g, 20 mmol) and cis-2,6-dimethylpiperazine (6.85 g, 60 mmol) in tetrahydrofuran (20 ml) was added and the mixture heated at reflux for 24 hours. After cooling to room temperature the reaction mixture was diluted with ethyl acetate and extracted ... Reaction SMILES: C(=O)([O-])[O-].[Cs+].[Cs+].C1(P(C2C=CC=CC=2)C2C=CC3C(=CC=CC=3)C=2C2C3C(=CC=CC=3)C=CC=2P(C2C=CC=CC=2)C2C=CC=CC=2)C=CC=CC=1.Br[C:54]1[CH:59]=[C:58]([N+:60]([O-:62])=[O:61])[CH:57]=[CH:56][C:55]=1[O:63][CH3:64].[CH3:65][C@H:66]1[CH2:71][NH:70][CH2:69][C@@H:68]([CH3:72])[NH:67]1>O1CCCC1.C(OCC)(=O)C.C([O-])(=O)C.[Pd+2].C([O-])(=O)C>[CH3:65][C@H:66]1[NH:67][C@@H:68]([CH3:72])[CH2:69][N:70]([C:54]2[CH:59]=[C:58]([N+:60]([O-:62])=[O:61])[CH:57]=[CH:56][C:55]=2[O:63][CH3:64])[CH2:71]1 |f:0.1.2,8.9.10|. The reagents and catalysts are C(C)(=O)[O-].[Pd+2].C(C)(=O)[O-] (palladium (II) acetate). Product: C[C@@H]1CN(C[C@@H](N1)C)C1=C(C=CC(=C1)[N+](=O)[O-])OC (cis-3,5-Dimethyl-1-[2-(methyloxy)-5-nitrophenyl]piperazine). Solvent: O1CCCC1 (tetrahydrofuran), C(C)(=O)OCC (ethyl acetate), O1CCCC1 (tetrahydrofuran). The reactants are C([O-])([O-])=O.[Cs+].[Cs+] (Cesium carbonate), C1(=CC=CC=C1)P(C1=C(C2=CC=CC=C2C=C1)C1=C(C=CC2=CC=CC=C12)P(C1=CC=CC=C1)C1=CC=CC=C1)C1=CC=CC=C1 (rac-2,2′-bis(diphenylphosphino)-1,1′-binapthyl), BrC1=C(C=CC(=C1)[N+](=O)[O-])OC (2-Bromo-4-nitroanisole), C[C@@H]1N[C@@H](CNC1)C (cis-2,6-dimethylpiperazine). RXN SMILES: [Br:49][c:50]1[c:51]2[c:52]([s:53][c:54]1[CH:55]([CH3:56])[NH:57][S:58](=[O:59])[C:60]([CH3:61])([CH3:62])[CH3:63])[cH:64][cH:65][cH:66][cH:67]2.[CH3:68][c:69]1[cH:70][cH:71][cH:72][cH:73][cH:74]1.[CH:20]1([P:21]([CH:22]2[CH2:23][CH2:24][CH2:25][CH2:26][CH2:27]2)[c:28]2[cH:29][cH:30][cH:31][cH:32][c:33]2-[c:34]2[c:35]([O:36][CH3:37])[cH:38][cH:39][cH:40][c:41]2[O:42][CH3:43])[CH2:44][CH2:45][CH2:46][CH2:47][CH2:48]1.[F:1][c:2]1[cH:3][c:4]([B:9]([OH:10])[OH:11])[cH:5][c:6]([F:8])[cH:7]1.[K+:17].[K+:18].[K+:19].[O-:76][C:77]([CH3:78])=[O:79].[O-:80][C:81]([CH3:82])=[O:83].[P:12]([O-:13])([O-:14])([O-:15])=[O:16].[Pd+2:75]>>[F:1][c:2]1[cH:3][c:4](-[c:50]2[c:51]3[c:52]([s:53][c:54]2[CH:55]([CH3:56])[NH:57][S:58](=[O:59])[C:60]([CH3:61])([CH3:62])[CH3:63])[cH:64][cH:65][cH:66][cH:67]3)[cH:5][c:6]([F:8])[cH:7]1. Reactants: CC(NS(=O)C(C)(C)C)c1sc2ccccc2c1Br, Cc1ccccc1, COc1cccc(OC)c1-c1ccccc1P(C1CCCCC1)C1CCCCC1, OB(O)c1cc(F)cc(F)c1, [K+], [K+], [K+], CC(=O)[O-], CC(=O)[O-], O=P([O-])([O-])[O-], [Pd+2]. Product: CC(NS(=O)C(C)(C)C)c1sc2ccccc2c1-c1cc(F)cc(F)c1. The reactants are CC(C)OC(N[C@@H]1C[C@@H](N(C2=CC=C(C=C12)C1=NC(=NO1)CCNC(=O)OC(C)(C)C)C(C)=O)C)=O (1-methylethyl((2S,4R)-1-acetyl-6-{3-[2-({[(1,1-dimethylethyl)oxy]carbonyl}amino)ethyl]-1,2,4-oxadiazol-5-yl}-2-methyl-1,2,3,4-tetrahydro-4-quinolinyl)carbamate), Cl (HCl), Intermediate 66, Cl (HCl). Solvent: O1CCOCC1 (1,4-dioxane), O1CCOCC1 (1,4-dioxane). Reaction conditions: time 3 hour. The product is Cl.C(C)(=O)N1[C@H](C[C@H](C2=CC(=CC=C12)C1=NC(=NO1)CCN)NC(OC(C)C)=O)C (1-methylethyl {(2S,4R)-1-acetyl-6-[3-(2-aminoethyl)-1,2,4-oxadiazol-5-yl]-2-methyl-1,2,3,4-tetrahydro-4-quinolinyl}carbamate hydrochloride). Isolated yield 11.4%. As a reaction SMILES: [CH3:1][CH:2]([O:4][C:5](=[O:36])[NH:6][C@H:7]1[C:16]2[C:11](=[CH:12][CH:13]=[C:14]([C:17]3[O:21][N:20]=[C:19]([CH2:22][CH2:23][NH:24]C(OC(C)(C)C)=O)[N:18]=3)[CH:15]=2)[N:10]([C:32](=[O:34])[CH3:33])[C@@H:9]([CH3:35])[CH2:8]1)[CH3:3].[ClH:37]>O1CCOCC1>[ClH:37].[C:32]([N:10]1[C:11]2[C:16](=[CH:15][C:14]([C:17]3[O:21][N:20]=[C:19]([CH2:22][CH2:23][NH2:24])[N:18]=3)=[CH:13][CH:12]=2)[C@H:7]([NH:6][C:5](=[O:36])[O:4][CH:2]([CH3:1])[CH3:3])[CH2:8][C@@H:9]1[CH3:35])(=[O:34])[CH3:33] |f:3.4|. Procedure: To a solution of 1-methylethyl((2S,4R)-1-acetyl-6-{3-[2-({[(1,1-dimethylethyl)oxy]carbonyl}amino)ethyl]-1,2,4-oxadiazol-5-yl}-2-methyl-1,2,3,4-tetrahydro-4-quinolinyl)carbamate (for a preparation, see Intermediate 66) (100 mg, 0.199 mmol) in 1,4-dioxane (0.5 mL) at room temperature was added HCl (4N in 1,4-dioxane, 2 mL, 8.00 mmol) and the resulting mixture was stirred at this temperature for 3 h then was left standing at 4° C. for 16 h before being warmed to room temperature. The residue was tr... Reactants: C1COCCO1, [Cu]I, NC(=O)Nc1[nH]c(-c2ccc(Br)cc2)cc1C(N)=O, [Na+], [Na+], O=C([O-])[O-], O, C#Cc1ccccc1, c1ccc(P(c2ccccc2)(c2ccccc2)[Pd](P(c2ccccc2)(c2ccccc2)c2ccccc2)(P(c2ccccc2)(c2ccccc2)c2ccccc2)P(c2ccccc2)(c2ccccc2)c2ccccc2)cc1. Product: NC(=O)Nc1[nH]c(-c2ccc(C#Cc3ccccc3)cc2)cc1C(N)=O. Reaction SMILES: [CH2:114]1[O:115][CH2:116][CH2:117][O:118][CH2:119]1.[Cu:35][I:36].[NH2:1][C:2](=[O:3])[NH:4][c:5]1[nH:6][c:7](-[c:13]2[cH:14][cH:15][c:16]([Br:19])[cH:17][cH:18]2)[cH:8][c:9]1[C:10](=[O:11])[NH2:12].[Na+:20].[Na+:21].[O-:22][C:23](=[O:24])[O-:25].[OH2:34].[c:26]1([C:32]#[CH:33])[cH:27][cH:28][cH:29][cH:30][cH:31]1.[cH:37]1[cH:38][cH:39][c:40]([P:41]([Pd:42]([P:43]([c:44]2[cH:45][cH:46][cH:47][cH:48][cH:49]2)([c:50]2[cH:51][cH:52][cH:53][cH:54][cH:55]2)[c:56]2[cH:57][cH:58][cH:59][cH:60][cH:61]2)([P:62]([c:63]2[cH:64][cH:65][cH:66][cH:67][cH:68]2)([c:69]2[cH:70][cH:71][cH:72][cH:73][cH:74]2)[c:75]2[cH:76][cH:77][cH:78][cH:79][cH:80]2)[P:81]([c:82]2[cH:83][cH:84][cH:85][cH:86][cH:87]2)([c:88]2[cH:89][cH:90][cH:91][cH:92][cH:93]2)[c:94]2[cH:95][cH:96][cH:97][cH:98][cH:99]2)([c:100]2[cH:101][cH:102][cH:103][cH:104][cH:105]2)[c:106]2[cH:107][cH:108][cH:109][cH:110][cH:111]2)[cH:112][cH:113]1>>[NH2:1][C:2](=[O:3])[NH:4][c:5]1[nH:6][c:7](-[c:13]2[cH:14][cH:15][c:16]([C:33]#[C:32][c:26]3[cH:27][cH:28][cH:29][cH:30][cH:31]3)[cH:17][cH:18]2)[cH:8][c:9]1[C:10](=[O:11])[NH2:12]. The reactants are CC(=O)OCC(=O)C1CCC2C3CCC4CC(O)CCC4(C)C3C(=O)CC12C, O, Cc1ccc(S(=O)(=O)Cl)cc1, c1ccncc1. The product is CC(=O)OCC(=O)C1CCC2C3CCC4CC(OS(=O)(=O)c5ccc(C)cc5)CCC4(C)C3C(=O)CC12C. As a reaction SMILES: [C:12]([CH3:13])(=[O:14])[O:15][CH2:16][C:17]([CH:18]1[CH2:19][CH2:20][CH:21]2[CH:22]3[CH2:23][CH2:24][CH:25]4[CH2:26][CH:27]([OH:38])[CH2:28][CH2:29][C:30]4([CH3:31])[CH:32]3[C:33](=[O:37])[CH2:34][C:35]12[CH3:36])=[O:39].[OH2:40].[c:1]1([CH3:11])[cH:2][cH:3][c:4]([S:7](=[O:8])(=[O:9])[Cl:10])[cH:5][cH:6]1.[cH:41]1[cH:42][cH:43][n:44][cH:45][cH:46]1>>[c:1]1([CH3:11])[cH:2][cH:3][c:4]([S:7](=[O:8])(=[O:9])[O:38][CH:27]2[CH2:26][CH:25]3[CH2:24][CH2:23][CH:22]4[CH:21]5[CH2:20][CH2:19][CH:18]([C:17]([CH2:16][O:15][C:12]([CH3:13])=[O:14])=[O:39])[C:35]5([CH3:36])[CH2:34][C:33](=[O:37])[CH:32]4[C:30]3([CH3:31])[CH2:29][CH2:28]2)[cH:5][cH:6]1. Starting materials: [N+](=O)([O-])C=1C=C(C=C(C(=O)O)C1)C(=O)O (5-Nitroisophthalic acid), S(O)(O)(=O)=O (sulphuric acid), CC(C)=C (isobutylene). The solvent is ClCCl (dichloromethane). The product is C(C)(C)(C)OC(=O)C=1C=C(C=C(C1)C(=O)OC(C)(C)C)[N+](=O)[O-] (3,5-di-t-butyloxycarbonyl-nitrobenzene). Reaction SMILES: [N+:1]([C:4]1[CH:5]=[C:6]([C:13]([OH:15])=[O:14])[CH:7]=[C:8]([CH:12]=1)[C:9]([OH:11])=[O:10])([O-:3])=[O:2].S(=O)(=O)(O)O.[CH3:21][C:22](=[CH2:24])[CH3:23]>ClCCl>[C:22]([O:10][C:9]([C:8]1[CH:12]=[C:4]([N+:1]([O-:3])=[O:2])[CH:5]=[C:6]([C:13]([O:15][C:6]([CH3:13])([CH3:7])[CH3:5])=[O:14])[CH:7]=1)=[O:11])([CH3:23])([CH3:21])[CH3:24]. Reported procedure: 5-Nitroisophthalic acid (4.22 g, 20 mmol) was suspended in dichloromethane (80 ml) and concentrated sulphuric acid (1 ml) was added. The solution was stirred and then saturated with isobutylene gas. The reaction vessel was stoppered and stirred at room temperature overnight. The solution was filtered and anhydrous potassium carbonate was added to the filtrate the solution was filtered and evsaporated and the residue recrystallised from ethanol to leave the title compound as a white solid (2.2 g)... Isolated yield 92.5%. Run at time 2 hour. Reactants: ClC1=CC=C(C=C1)C(OC1CCN(CC1)CCC(=O)OCC)C1=NC=CC=C1 (ethyl 3-[4-[(4-chlorophenyl)-2-pyridylmethoxy]-1-piperidyl]-propionate). Reaction SMILES: [Cl:1][C:2]1[CH:7]=[CH:6][C:5]([CH:8]([C:23]2[CH:28]=[CH:27][CH:26]=[CH:25][N:24]=2)[O:9][CH:10]2[CH2:15][CH2:14][N:13]([CH2:16][CH2:17][C:18]([O:20]CC)=[O:19])[CH2:12][CH2:11]2)=[CH:4][CH:3]=1>[OH-].[Na+].C(O)C>[Cl:1][C:2]1[CH:3]=[CH:4][C:5]([CH:8]([C:23]2[CH:28]=[CH:27][CH:26]=[CH:25][N:24]=2)[O:9][CH:10]2[CH2:15][CH2:14][N:13]([CH2:16][CH2:17][C:18]([OH:20])=[O:19])[CH2:12][CH2:11]2)=[CH:6][CH:7]=1 |f:1.2|. Solvent: [OH-].[Na+] (sodium hydroxide), C(C)O (ethanol). Product: ClC1=CC=C(C=C1)C(OC1CCN(CC1)CCC(=O)O)C1=NC=CC=C1 (3-[4-[(4-chlorophenyl)-2-pyridylmethoxy]-1-piperidyl]propionic acid). Procedure: 1.00 g (2.48 mmol) of ethyl 3-[4-[(4-chlorophenyl)-2-pyridylmethoxy]-1-piperidyl]propionate obtained in Example 24 was dissolved in a mixed solution of 1 ml of 50 wt % of aqueous sodium hydroxide and 8 ml of ethanol, and the solution was stirred at room temperature for 2 hours. The reaction mixture was concentrated under reduced pressure, neutralized with dil. hydrochloric acid and then extracted with chloroform. The chloroform extract was dried over anhydrous sodium sulfate and then concentrate...